From a dataset of the Open Reaction Database (ORD), a public repository of structured organic reaction records. describe an organic reaction: reactants, conditions, products, and yield Starting materials: CCCCc1ccc(N=C=O)cc1, COc1cc2nccc(Oc3ccc(N)cc3)c2cc1OC, Cc1ccccc1. Product: CCCCc1ccc(NC(=O)Nc2ccc(Oc3ccnc4cc(OC)c(OC)cc34)cc2)cc1. As a reaction SMILES: [CH2:23]([CH2:24][CH2:25][CH3:26])[c:27]1[cH:28][cH:29][c:30]([N:33]=[C:34]=[O:35])[cH:31][cH:32]1.[CH3:1][O:2][c:3]1[cH:4][c:5]2[c:6]([O:15][c:16]3[cH:17][cH:18][c:19]([NH2:22])[cH:20][cH:21]3)[cH:7][cH:8][n:9][c:10]2[cH:11][c:12]1[O:13][CH3:14].[CH3:36][c:37]1[cH:38][cH:39][cH:40][cH:41][cH:42]1>>[CH3:1][O:2][c:3]1[cH:4][c:5]2[c:6]([O:15][c:16]3[cH:17][cH:18][c:19]([NH:22][C:34]([NH:33][c:30]4[cH:29][cH:28][c:27]([CH2:23][CH2:24][CH2:25][CH3:26])[cH:32][cH:31]4)=[O:35])[cH:20][cH:21]3)[cH:7][cH:8][n:9][c:10]2[cH:11][c:12]1[O:13][CH3:14]. Reactants: O1CCCC1 (tetrahydrofuran), [H][H] (hydrogen), C(CC(O)(C(=O)OCC)CC(=O)OCC)(=O)OCC (triethyl citrate), O1CCCC1 (tetrahydrofuran). Reagents/catalysts: catalyst H. The solvent is C(C)O (ethanol). Product: OCCC1COCC1 (3-(2'-hydroxyethyl)tetrahydrofuran), OCC1CCOCC1 (4-hydroxymethyltetrahydropyran). Yield: 3.6%. As a reaction SMILES: C(OCC)(=O)C[C:3]([CH2:10][C:11]([O:13][CH2:14][CH3:15])=O)([C:5]([O:7][CH2:8][CH3:9])=O)O.O1CCCC1.[H][H]>C(O)C>[OH:7][CH2:5][CH2:3][CH:10]1[CH2:15][CH2:14][O:13][CH2:11]1.[OH:13][CH2:11][CH:10]1[CH2:9][CH2:8][O:7][CH2:5][CH2:3]1. Reported procedure: 400 ml of triethyl citrate were hydrogenated at 225° C. and 200 bar together with 1100 ml of tetrahydrofuran and 60 g of catalyst H (3-mm tablets) until the take-up of hydrogen had ceased. The reaction product was freed from tetrahydrofuran and ethanol and distilled under reduced pressure, giving 93.6 g (49%) of 3-(2'-hydroxyethyl)tetrahydrofuran and 6.8 g (3.6%) of 4-hydroxymethyltetrahydropyran. Starting materials: NC1=C2N(C(C(=C1NC1=C(C=C(C=C1)I)F)C)=O)CCS2 (8-amino-7-(2-fluoro-4-iodo-phenylamino)-6-methyl-2,3-dihydro-thiazolo[3,2-a]pyridin-5-one), C1(CCCC1)S(=O)(=O)Cl (cyclopentanesulfonyl chloride). The solvent is N1=CC=CC=C1 (pyridine). Product: FC1=C(C=CC(=C1)I)NC=1C(=C2N(C(C1C)=O)CCS2)NS(=O)(=O)C2CCCC2 (Cyclopentanesulfonic acid [7-(2-fluoro-4-iodo-phenylamino)-6-methyl-5-oxo-2,3-dihydro-5H-thiazolo[3,2-a]pyridin-8-yl]-amide). Isolated yield 113.8%. Reaction SMILES: [NH2:1][C:2]1[C:7]([NH:8][C:9]2[CH:14]=[CH:13][C:12]([I:15])=[CH:11][C:10]=2[F:16])=[C:6]([CH3:17])[C:5](=[O:18])[N:4]2[CH2:19][CH2:20][S:21][C:3]=12.[CH:22]1([S:27](Cl)(=[O:29])=[O:28])[CH2:26][CH2:25][CH2:24][CH2:23]1>N1C=CC=CC=1>[F:16][C:10]1[CH:11]=[C:12]([I:15])[CH:13]=[CH:14][C:9]=1[NH:8][C:7]1[C:2]([NH:1][S:27]([CH:22]2[CH2:26][CH2:25][CH2:24][CH2:23]2)(=[O:29])=[O:28])=[C:3]2[S:21][CH2:20][CH2:19][N:4]2[C:5](=[O:18])[C:6]=1[CH3:17]. Procedure: Using the same reaction conditions and workup as described for the preparation of Example 19A, 8-amino-7-(2-fluoro-4-iodo-phenylamino)-6-methyl-2,3-dihydro-thiazolo[3,2-a]pyridin-5-one (I-19f: 0.2 g, 0.048 mmol) in pyridine (2 mL) was reacted with cyclopentanesulfonyl chloride (106 mg, 0.528 mmol) to afford the crude product. Purification by preparative HPLC afforded 0.03 g of the product (11% yield). Reactants: [Li]CCCC (n-BuLi), S(C)C (SMe2), S(C)C (SMe2), C(C1=CC=CC=C1)(=O)Cl (benzoyl chloride), CuBr, CuBr, COC(C1=C(C=CC(=C1)OCC1=CC=CC=C1)Br)OC (2-bromo-5-benzyloxy benzaldehyde dimethyl acetal). The solvent is CCCCCC (hexane), C1CCOC1 (THF). Conditions: time 15 minute. Yields the product COC(C1=C(C=CC(=C1)OCC1=CC=CC=C1)C(C1=CC=CC=C1)=O)OC (2-Benzoyl-5-benzyloxybenzaldehyde dimethylacetal). Reaction SMILES: [CH3:1][O:2][CH:3]([O:19][CH3:20])[C:4]1[CH:9]=[C:8]([O:10][CH2:11][C:12]2[CH:17]=[CH:16][CH:15]=[CH:14][CH:13]=2)[CH:7]=[CH:6][C:5]=1Br.[Li]CCCC.S(C)C.[C:29](Cl)(=[O:36])[C:30]1[CH:35]=[CH:34][CH:33]=[CH:32][CH:31]=1>C1COCC1.CCCCCC>[CH3:1][O:2][CH:3]([O:19][CH3:20])[C:4]1[CH:9]=[C:8]([O:10][CH2:11][C:12]2[CH:17]=[CH:16][CH:15]=[CH:14][CH:13]=2)[CH:7]=[CH:6][C:5]=1[C:29](=[O:36])[C:30]1[CH:35]=[CH:34][CH:33]=[CH:32][CH:31]=1. Reported procedure: To a solution of 2-bromo-5-benzyloxy benzaldehyde dimethyl acetal (Tet. Lett., 22, 5027 (1981)) (52.2 g) in THF (600 mL), cooled to -78° C., was added dropwise a solution of n-BuLi (78 ml, 2.1M) in hexane. After 15 min. CuBr.SMe2 (32 g) was added in 3 portions. The reaction mixture was stirred at -78° C. until CuBr.SMe2 was dissolved (approx. 1 hr.), then benzoyl chloride (20 mL) was added dropwise. The cooling bath was removed and the reaction mixture was stirred at room temperature over night ... The reactants are C(C1=CC=CC=C1)N1CC(C(C(C1)C)O)(CC)C (1-benzyl-3,5-dimethyl-3-ethyl-4-hydroxypiperidine). Reagents/catalysts: [OH-].[Pd+2].[OH-] (palladium hydroxide). Solvent: CO (methanol), [H][H] (hydrogen). Yields the product CC1(CNCC(C1O)C)CC (3,5-dimethyl-3-ethyl-4-hydroxypiperidine). RXN SMILES: C([N:8]1[CH2:13][CH:12]([CH3:14])[CH:11]([OH:15])[C:10]([CH3:18])([CH2:16][CH3:17])[CH2:9]1)C1C=CC=CC=1>CO.[H][H].[OH-].[Pd+2].[OH-]>[CH3:18][C:10]1([CH2:16][CH3:17])[CH:11]([OH:15])[CH:12]([CH3:14])[CH2:13][NH:8][CH2:9]1 |f:3.4.5|. Reported procedure: A mixture of 1-benzyl-3,5-dimethyl-3-ethyl-4-hydroxypiperidine (2.9 g, 11.74 mmole) and 20% palladium hydroxide (0.5 g) in methanol (20 ml) was stirred in hydrogen atmosphere (1 atm.) for 8 hr at 35° C. Catalyst was filtered off, washed with methanol, filtrate was concentrated to dryness to give 3,5-dimethyl-3-ethyl-4-hydroxypiperidine as oil. Yield 1.7 g (93%), C9H19NO, m/z 158 (M+1). The reactants are CC(=O)N1CCNCC1, O=C(O)CC1CSC(c2cc3cc(F)cc(NC4CCCC4)c3[nH]2)=N1. Yields the product CC(=O)N1CCN(C(=O)CC2CSC(c3cc4cc(F)cc(NC5CCCC5)c4[nH]3)=N2)CC1. RXN SMILES: [C:26]([CH3:27])(=[O:28])[N:29]1[CH2:30][CH2:31][NH:32][CH2:33][CH2:34]1.[CH:1]1([NH:6][c:7]2[cH:8][c:9]([F:25])[cH:10][c:11]3[cH:12][c:13]([C:16]4=[N:20][CH:19]([CH2:21][C:22](=[O:23])[OH:24])[CH2:18][S:17]4)[nH:14][c:15]23)[CH2:2][CH2:3][CH2:4][CH2:5]1>>[CH:1]1([NH:6][c:7]2[cH:8][c:9]([F:25])[cH:10][c:11]3[cH:12][c:13]([C:16]4=[N:20][CH:19]([CH2:21][C:22](=[O:23])[N:32]5[CH2:31][CH2:30][N:29]([C:26]([CH3:27])=[O:28])[CH2:34][CH2:33]5)[CH2:18][S:17]4)[nH:14][c:15]23)[CH2:2][CH2:3][CH2:4][CH2:5]1. The reactants are CSc1ncc2cc(-c3cc(NC(=O)Nc4cnn(C(C)(C)C)c4C)c(F)cc3C)c(=O)n(C)c2n1, C1CCOC1, CN, O=C(OO)c1cccc(Cl)c1. Yields the product CNc1ncc2cc(-c3cc(NC(=O)Nc4cnn(C(C)(C)C)c4C)c(F)cc3C)c(=O)n(C)c2n1. As a reaction SMILES: [C:1]([CH3:2])([CH3:3])([CH3:4])[n:5]1[n:6][cH:7][c:8]([NH:11][C:12](=[O:13])[NH:14][c:15]2[c:16]([F:36])[cH:17][c:18]([CH3:35])[c:19](-[c:21]3[cH:22][c:23]4[c:24]([n:25][c:26]([S:29][CH3:30])[n:27][cH:28]4)[n:31]([CH3:34])[c:32]3=[O:33])[cH:20]2)[c:9]1[CH3:10].[CH2:50]1[O:51][CH2:52][CH2:53][CH2:54]1.[CH3:48][NH2:49].[OH:37][O:38][C:39]([c:40]1[cH:41][c:42]([Cl:43])[cH:44][cH:45][cH:46]1)=[O:47]>>[C:1]([CH3:2])([CH3:3])([CH3:4])[n:5]1[n:6][cH:7][c:8]([NH:11][C:12](=[O:13])[NH:14][c:15]2[c:16]([F:36])[cH:17][c:18]([CH3:35])[c:19](-[c:21]3[cH:22][c:23]4[c:24]([n:25][c:26]([NH:49][CH3:48])[n:27][cH:28]4)[n:31]([CH3:34])[c:32]3=[O:33])[cH:20]2)[c:9]1[CH3:10].